From a dataset of the Open Reaction Database (ORD), a public repository of structured organic reaction records. describe an organic reaction: reactants, conditions, products, and yield Reactants: O=Cc1ccc(Br)cc1, NC1CCCc2ccccc21. Product: Brc1ccc(CNC2CCCc3ccccc32)cc1. As a reaction SMILES: [Br:1][c:2]1[cH:3][cH:4][c:5]([CH:6]=[O:7])[cH:8][cH:9]1.[CH:10]1([NH2:20])[CH2:11][CH2:12][CH2:13][c:14]2[cH:15][cH:16][cH:17][cH:18][c:19]21>>[Br:1][c:2]1[cH:3][cH:4][c:5]([CH2:6][NH:20][CH:10]2[CH2:11][CH2:12][CH2:13][c:14]3[cH:15][cH:16][cH:17][cH:18][c:19]32)[cH:8][cH:9]1. The product is C[N+](C)(C)Cc1c[nH]c2ccc(C#N)cc12, [I-]. RXN SMILES: [C:1](#[N:2])[c:3]1[cH:4][c:5]2[c:6]([CH2:12][N:13]([CH3:14])[CH3:15])[cH:7][nH:8][c:9]2[cH:10][cH:11]1.[CH2:18]1[O:19][CH2:20][CH2:21][CH2:22]1.[CH3:16][I:17]>>[C:1](#[N:2])[c:3]1[cH:4][c:5]2[c:6]([CH2:12][N+:13]([CH3:14])([CH3:15])[CH3:16])[cH:7][nH:8][c:9]2[cH:10][cH:11]1.[I-:17]. Reactants: CN(C)Cc1c[nH]c2ccc(C#N)cc12, C1CCOC1, CI. The reactants are C(C)OCC=1N(C2=C(C=NC=3C=CC=CC23)N1)N (2-ethoxymethyl-1H-imidazo[4,5-c]quinolin-1-amine), C(C(C)C)=O (isobutyraldehyde), C1(=CC=C(C=C1)S(=O)(=O)[O-])C.[NH+]1=CC=CC=C1 (pyridinium p-toluenesulfonate). Run in C1(=CC=CC=C1)C (toluene), C(C)(C)O (isopropanol). Reaction conditions: time 48 hour. Product: C(C)OCC=1N(C2=C(C=NC=3C=CC=CC23)N1)N=CC(C)C (N-(2-ethoxymethyl-1H-imidazo[4,5-c]quinolin-1-yl)isobutylideneamine). Yield: 100.0%. Reaction SMILES: [CH2:1]([O:3][CH2:4][C:5]1[N:6]([NH2:18])[C:7]2[C:16]3[CH:15]=[CH:14][CH:13]=[CH:12][C:11]=3[N:10]=[CH:9][C:8]=2[N:17]=1)[CH3:2].[CH:19](=O)[CH:20]([CH3:22])[CH3:21].C1(C)C=CC(S([O-])(=O)=O)=CC=1.[NH+]1C=CC=CC=1>C1(C)C=CC=CC=1.C(O)(C)C>[CH2:1]([O:3][CH2:4][C:5]1[N:6]([N:18]=[CH:19][CH:20]([CH3:22])[CH3:21])[C:7]2[C:16]3[CH:15]=[CH:14][CH:13]=[CH:12][C:11]=3[N:10]=[CH:9][C:8]=2[N:17]=1)[CH3:2] |f:2.3|. Reported procedure: A solution of 2-ethoxymethyl-1H-imidazo[4,5-c]quinolin-1-amine (0.940 g, 3.88 mmol) in 20 mL of toluene and 5 mL of isopropanol was treated with isobutyraldehyde (0.800 mL, 8.81 mmol) and pyridinium p-toluenesulfonate (0.098 g, 0.39 mmol) and the reaction mixture was heated to reflux under an atmosphere of nitrogen. After 48 h, the reaction mixture was concentrated under reduced pressure and dissolved in CHCl3. The organic portion was washed with water (2×) and brine, dried over Na2SO4, filtered...